Dataset: the Open Reaction Database (ORD), a public repository of structured organic reaction records. Task: describe an organic reaction: reactants, conditions, products, and yield The reactants are solution, S(=O)(=O)([O-])[O-].[NH4+].[NH4+] (ammonium sulfate), CC1=C(SCCCCCC(=O)OC)[C@H]([C@@H](C1)O)\C=C\[C@H](C[C@@H](CCCC)C)O (methyl (11R,12S,13E,15S,17R)-9-methyl-11,15-dihydroxy-17,20-dimethyl-7-thiaprosta-8,13-dienoate), P(=O)([O-])([O-])[O-] (phosphate), Cl (hydrochloric acid). Run in CC(=O)C (acetone). Run at time 15 hour. The product is CC1=C(SCCCCCC(=O)O)[C@H]([C@@H](C1)O)\C=C\[C@H](C[C@@H](CCCC)C)O ((11R,12S,13E,15S,17R)-9-methyl-11,15-dihydroxy-17,20-dimethyl-7-thiaprosta-8,13-dienoic acid). Yield: 13.7%. Reaction SMILES: [CH3:1][C:2]1[CH2:16][C@@H:15]([OH:17])[C@H:14](/[CH:18]=[CH:19]/[C@@H:20]([OH:28])[CH2:21][C@H:22]([CH3:27])[CH2:23][CH2:24][CH2:25][CH3:26])[C:3]=1[S:4][CH2:5][CH2:6][CH2:7][CH2:8][CH2:9][C:10]([O:12]C)=[O:11].P([O-])([O-])([O-])=O.Cl.S([O-])([O-])(=O)=O.[NH4+].[NH4+]>CC(C)=O>[CH3:1][C:2]1[CH2:16][C@@H:15]([OH:17])[C@H:14](/[CH:18]=[CH:19]/[C@@H:20]([OH:28])[CH2:21][C@H:22]([CH3:27])[CH2:23][CH2:24][CH2:25][CH3:26])[C:3]=1[S:4][CH2:5][CH2:6][CH2:7][CH2:8][CH2:9][C:10]([OH:12])=[O:11] |f:3.4.5|. Procedure: To methyl (11R,12S,13E,15S,17R)-9-methyl-11,15-dihydroxy-17,20-dimethyl-7-thiaprosta-8,13-dienoate (41 mg, 0.099 mmol) in acetone (1 mL) was added pH 8 phosphate buffer (10 mL). To this was further added esterase containing solution (derived from pig's liver, made by Sigma Co., 100 μl). This was agitated at room temperature for 15 hours. To the reaction solution was added dilute hydrochloric acid to make the solution pH 4. Further, the solution was made saturated by ammonium sulfate, then the de... Reactants: C1(=CC=CC=C1)OC1=CC(=C(C(=O)OC)C=C1)C(F)(F)F (methyl 4-(phenyloxy)-2-(trifluoromethyl)benzoate), Intermediate 34, [OH-].[Na+] (sodium hydroxide). Run in C(C)O (ethanol). Run at time 3 day. Product: C1(=CC=CC=C1)OC1=CC(=C(C(=O)O)C=C1)C(F)(F)F (4-(Phenyloxy)-2-(trifluoromethyl)benzoic acid). RXN SMILES: [C:1]1([O:7][C:8]2[CH:17]=[CH:16][C:11]([C:12]([O:14]C)=[O:13])=[C:10]([C:18]([F:21])([F:20])[F:19])[CH:9]=2)[CH:6]=[CH:5][CH:4]=[CH:3][CH:2]=1.[OH-].[Na+]>C(O)C>[C:1]1([O:7][C:8]2[CH:17]=[CH:16][C:11]([C:12]([OH:14])=[O:13])=[C:10]([C:18]([F:19])([F:20])[F:21])[CH:9]=2)[CH:2]=[CH:3][CH:4]=[CH:5][CH:6]=1 |f:1.2|. Procedure: To a solution of methyl 4-(phenyloxy)-2-(trifluoromethyl)benzoate (for a preparation see Intermediate 34) (0.516 g, 1.74 mmol) in ethanol (17.5 ml), was added a 2 M aqueous sodium hydroxide (1.5 ml). The solution was stirred and left to stand over 3 days. The solvent was removed in vacuo and then water added. The solution was made acidic with dilute aqueous HCl and the resulting white precipitate extracted into chloroform. The phases were separated using a hydrophobic frit. The solvent was remov... The reactants are C(C(C)(C)C)(=O)OCN1C(=NC2=C1C=C(C=C2)Br)SCC ([6-bromo-2-(ethylsulfanyl)-1H-benzo[d]imidazol-1-yl]methyl pivalate), C(C(C)(C)C)(=O)OCN1C(=NC2=C1C=CC(=C2)Br)SCC ([5-bromo-2-(ethylsulfanyl)-1H-benzo[d]imidazol-1-yl]methyl pivalate). Yields the product mixture, BrC=1C=CC2=C(NC(=N2)SCC)C1 (6-bromo-2-(ethylsulfanyl)-1H-benzo[d]imidazole). As a reaction SMILES: C(OC[N:9]1[C:13]2[CH:14]=[C:15]([Br:18])[CH:16]=[CH:17][C:12]=2[N:11]=[C:10]1[S:19][CH2:20][CH3:21])(=O)C(C)(C)C.C(OCN1C2C=CC(Br)=CC=2N=C1SCC)(=O)C(C)(C)C>>[Br:18][C:15]1[CH:16]=[CH:17][C:12]2[N:11]=[C:10]([S:19][CH2:20][CH3:21])[NH:9][C:13]=2[CH:14]=1. Reported procedure: 11.8 g mixture of [6-bromo-2-(ethylsulfanyl)-1H-benzo[d]imidazol-1-yl]methyl pivalate and [5-bromo-2-(ethylsulfanyl)-1H-benzo[d]imidazol-1-yl]methyl pivalate in a ratio of 1:1 was obtained as pale yellow solid by the same method as in Production Example 64 from 8.1 g 6-bromo-2-(ethylsulfanyl)-1H-benzo[d]imidazole obtained in Production Example 72. 7.2 g of the title compound was obtained as a colorless amorphous by the same method as in Production Example 65 from 6.9 g of the above product and 1... Starting materials: C(C1=CC=CC=C1)OC1=CC=C(OC2=C(C=C(C(=O)Cl)C=C2)NC=2C3=C(N=CN2)N=C(C=C3)C(C)C)C=C1 (4-(4-Benzyloxy-phenoxy)-3-(7-isopropyl-pyrido[2,3-d]pyrimidin-4-ylamino)-benzoyl chloride), COC1=CC=C(C=C1)N (4-Methoxy-phenylamine). The product is C(C1=CC=CC=C1)OC1=CC=C(OC2=C(C=C(C(=O)NC3=CC=C(C=C3)OC)C=C2)NC=2C3=C(N=CN2)N=C(C=C3)C(C)C)C=C1 (4-(4-Benzyloxy-phenoxy)-3-(7-isopropyl-pyrido[2,3-d]pyrimidin-4-ylamino)-N-(4-methoxy-phenyl)-benzamide). Reaction SMILES: [CH2:1]([O:8][C:9]1[CH:38]=[CH:37][C:12]([O:13][C:14]2[CH:22]=[CH:21][C:17]([C:18](Cl)=[O:19])=[CH:16][C:15]=2[NH:23][C:24]2[C:25]3[CH:33]=[CH:32][C:31]([CH:34]([CH3:36])[CH3:35])=[N:30][C:26]=3[N:27]=[CH:28][N:29]=2)=[CH:11][CH:10]=1)[C:2]1[CH:7]=[CH:6][CH:5]=[CH:4][CH:3]=1.[CH3:39][O:40][C:41]1[CH:46]=[CH:45][C:44]([NH2:47])=[CH:43][CH:42]=1>>[CH2:1]([O:8][C:9]1[CH:38]=[CH:37][C:12]([O:13][C:14]2[CH:22]=[CH:21][C:17]([C:18]([NH:47][C:44]3[CH:45]=[CH:46][C:41]([O:40][CH3:39])=[CH:42][CH:43]=3)=[O:19])=[CH:16][C:15]=2[NH:23][C:24]2[C:25]3[CH:33]=[CH:32][C:31]([CH:34]([CH3:36])[CH3:35])=[N:30][C:26]=3[N:27]=[CH:28][N:29]=2)=[CH:11][CH:10]=1)[C:2]1[CH:7]=[CH:6][CH:5]=[CH:4][CH:3]=1. Reported procedure: A solution of the product from Example 43D and 4-Methoxy-phenylamine was reacted to provide 4-(4-Benzyloxy-phenoxy)-3-(7-isopropyl-pyrido[2,3-d]pyrimidin-4-ylamino)-N-(4-methoxy-phenyl)-benzamide using the procedure from Example 43E. The material was then deprotected using the procedure from Example 43F to provide the crude title compound which was purified by HPLC with TFA to provide the title compound as a trifluoroacetic acid salt (27 mg, 52%). 1H NMR (300 MHz, DMSO-D6) δ ppm: 1.34 (d, J=6.99... The reactants are N1(CCC1)S(=O)(=O)NC(C1=C(C=C(C(=C1)Cl)OCC12CC3(CC(CC(C1)C3)C2)CO[Si](C)(C)C(C)(C)C)F)=O (N-(azetidin-1-ylsulfonyl)-4-((3-(((tert-butyldimethylsilyl)oxy)-methyl)adamantan-1-yl)methoxy)-5-chloro-2-fluorobenzamide), [F-].C(CCC)[N+](CCCC)(CCCC)CCCC (tetrabutylammonium fluoride), solution. Solvent: O1CCCC1 (tetrahydrofuran), O1CCCC1 (tetrahydrofuran). Yields the product N1(CCC1)S(=O)(=O)NC(C1=C(C=C(C(=C1)Cl)OCC12CC3(CC(CC(C1)C3)C2)CO)F)=O (N-(azetidin-1-ylsulfonyl)-5-chloro-2-fluoro-4-((3-(hydroxymethyl)-adamantan-1-yl)methoxy)benzamide). RXN SMILES: [N:1]1([S:5]([NH:8][C:9](=[O:39])[C:10]2[CH:15]=[C:14]([Cl:16])[C:13]([O:17][CH2:18][C:19]34[CH2:28][CH:23]5[CH2:24][CH:25]([CH2:27][C:21]([CH2:29][O:30][Si](C(C)(C)C)(C)C)([CH2:22]5)[CH2:20]3)[CH2:26]4)=[CH:12][C:11]=2[F:38])(=[O:7])=[O:6])[CH2:4][CH2:3][CH2:2]1.[F-].C([N+](CCCC)(CCCC)CCCC)CCC>O1CCCC1>[N:1]1([S:5]([NH:8][C:9](=[O:39])[C:10]2[CH:15]=[C:14]([Cl:16])[C:13]([O:17][CH2:18][C:19]34[CH2:28][CH:23]5[CH2:24][CH:25]([CH2:27][C:21]([CH2:29][OH:30])([CH2:22]5)[CH2:20]3)[CH2:26]4)=[CH:12][C:11]=2[F:38])(=[O:7])=[O:6])[CH2:4][CH2:3][CH2:2]1 |f:1.2|. Procedure details: A solution of N-(azetidin-1-ylsulfonyl)-4-((3-(((tert-butyldimethylsilyl)oxy)-methyl)adamantan-1-yl)methoxy)-5-chloro-2-fluorobenzamide (0.82 g, 1.36 mmol) in anhydrous tetrahydrofuran (24 mL) was treated with tetrabutylammonium fluoride (1.0 M solution in tetrahydrofuran, Reactants: ClC1=C(C=C(C(=O)Cl)C=C1)[N+](=O)[O-] (4-chloro-3-nitrobenzoyl chloride), C1(=CC=CC=C1)N (Phenylamine). The product is ClC1=C(C=C(C(=O)NC2=CC=CC=C2)C=C1)[N+](=O)[O-] (4-Chloro-3-nitro-N-phenyl-benzamide). RXN SMILES: [Cl:1][C:2]1[CH:10]=[CH:9][C:5]([C:6](Cl)=[O:7])=[CH:4][C:3]=1[N+:11]([O-:13])=[O:12].[C:14]1([NH2:20])[CH:19]=[CH:18][CH:17]=[CH:16][CH:15]=1>>[Cl:1][C:2]1[CH:10]=[CH:9][C:5]([C:6]([NH:20][C:14]2[CH:19]=[CH:18][CH:17]=[CH:16][CH:15]=2)=[O:7])=[CH:4][C:3]=1[N+:11]([O-:13])=[O:12]. Reported procedure: A mixture of 4-chloro-3-nitrobenzoyl chloride was reacted with Phenylamine to produce 4-Chloro-3-nitro-N-phenyl-benzamide according to the procedure of Example 10A, which was treated sequentially using the procedures from Examples 22A and 22B to provide the title product. The reactants are ClC1=CC=C(C=C1)C1=CC(=C2C(=N1)CCC2)NC2=CC=C(C=C2)CC(=O)OCC (ethyl 2-(4-((2-(4-chlorophenyl)-6,7-dihydro-5H-cyclopenta[b]pyridine-4-yl)amino)phenyl)acetate), NC1=CC=C(CCO)C=C1 (4-aminophenethyl alcohol), hydrochloride salt. Product: Cl.ClC1=CC=C(C=C1)C1=CC(=C2C(=N1)CCC2)NC2=CC=C(C=C2)CCO (2-(4-((2-(4-Chlorophenyl)-6,7-dihydro-5H-cyclopenta[b]pyridin-4-yl)amino)phenyl)ethanol hydrochloride). The yield is 39.3%. As a reaction SMILES: [Cl:1][C:2]1[CH:7]=[CH:6][C:5]([C:8]2[N:13]=[C:12]3[CH2:14][CH2:15][CH2:16][C:11]3=[C:10]([NH:17][C:18]3[CH:23]=[CH:22][C:21]([CH2:24][C:25](OCC)=[O:26])=[CH:20][CH:19]=3)[CH:9]=2)=[CH:4][CH:3]=1.NC1C=CC(CCO)=CC=1>>[ClH:1].[Cl:1][C:2]1[CH:3]=[CH:4][C:5]([C:8]2[N:13]=[C:12]3[CH2:14][CH2:15][CH2:16][C:11]3=[C:10]([NH:17][C:18]3[CH:19]=[CH:20][C:21]([CH2:24][CH2:25][OH:26])=[CH:22][CH:23]=3)[CH:9]=2)=[CH:6][CH:7]=1 |f:2.3|. Procedure details: Following General Procedure B2, ethyl 2-(4-((2-(4-chlorophenyl)-6,7-dihydro-5H-cyclopenta[b]pyridine-4-yl)amino)phenyl)acetate (0.100 g, 0.38 mmol) was reacted with 4-aminophenethyl alcohol (0.078 g, 0.57 mmol) followed by the formation of the hydrochloride salt to afford the title compound (0.030 g, 30%) as a yellow solid. MW=401.33. 1H NMR (DMSO-d6, 300 MHz) δ 13.99 (s, 1H), 9.77 (s, 1H), 7.82-7.73 (m, 2H), 7.70-7.62 (m, 2H), 7.39-7.27 (m, 4H), 6.95 (s, 1H), 3.64 (t, J=6.8 Hz, 2H), 3.15 (t, J=...